From a dataset of the Open Reaction Database (ORD), a public repository of structured organic reaction records. describe an organic reaction: reactants, conditions, products, and yield The reactants are CCCCc1ccc(C#Cc2ccc(C(=O)O)cc2)cc1, Cc1ccccc1, O=S(Cl)Cl. The product is CCCCc1ccc(C#Cc2ccc(C(=O)Cl)cc2)cc1. Reaction SMILES: [CH2:1]([CH2:2][CH2:3][CH3:4])[c:5]1[cH:6][cH:7][c:8]([C:11]#[C:12][c:13]2[cH:14][cH:15][c:16]([C:17](=[O:18])[OH:19])[cH:20][cH:21]2)[cH:9][cH:10]1.[CH3:26][c:27]1[cH:28][cH:29][cH:30][cH:31][cH:32]1.[S:22]([Cl:23])([Cl:24])=[O:25]>>[CH2:1]([CH2:2][CH2:3][CH3:4])[c:5]1[cH:6][cH:7][c:8]([C:11]#[C:12][c:13]2[cH:14][cH:15][c:16]([C:17](=[O:18])[Cl:24])[cH:20][cH:21]2)[cH:9][cH:10]1. Reactants: COCC1(OC2=C(C(=C1)C(NC)=S)C=C(C=C2)[N+](=O)[O-])C (2-methoxymethyl-N,2-dimethyl-6-nitro-2H-1-benzopyran-4-carbothioamide), [I-].ClC1=[N+](C=CC=C1)C (2-chloro-1-methylpyridinium iodide), N#CN (cyanamide), [H-].[Na+] (sodium hydride), resultant mixture, Ice water. Run in O1CCCC1 (tetrahydrofuran), C(C)N(CC)CC (triethylamine). The product is C(#N)NC(=NC)C1=CC(OC2=C1C=C(C=C2)[N+](=O)[O-])(C)COC (N-cyano-2-methoxymethyl-N',2-dimethyl-6-nitro-2H-1-benzopyran-4-amidine). Yield: 12.3%. As a reaction SMILES: [CH3:1][O:2][CH2:3][C:4]1([CH3:21])[CH:9]=[C:8]([C:10](=S)[NH:11][CH3:12])[C:7]2[CH:14]=[C:15]([N+:18]([O-:20])=[O:19])[CH:16]=[CH:17][C:6]=2[O:5]1.[I-].ClC1C=CC=C[N+]=1C.[N:31]#[C:32][NH2:33].[H-].[Na+]>O1CCCC1.C(N(CC)CC)C>[C:32]([NH:33][C:10]([C:8]1[C:7]2[CH:14]=[C:15]([N+:18]([O-:20])=[O:19])[CH:16]=[CH:17][C:6]=2[O:5][C:4]([CH2:3][O:2][CH3:1])([CH3:21])[CH:9]=1)=[N:11][CH3:12])#[N:31] |f:1.2,4.5|. Procedure details: A mixture of 158 mg of 2-methoxymethyl-N,2-dimethyl-6-nitro-2H-1-benzopyran-4-carbothioamide, 157 mg of 2-chloro-1-methylpyridinium iodide, 172 μl of triethylamine and 4 ml of dried tetrahydrofuran was refluxed with heating for 3 hours. The mixture was cooled to room temperature and to the resultant mixture were added 34 mg of cyanamide and 25 mg sodium hydride (60%) and the mixture was refluxed with heating for 4 hours. Ice water was added to the reaction product and it was extracted with ethyl... The reactants are ClC1=CC(=C(C=C1OC)NC(=O)N1C(CCCC1)CO)F (1-[N-(4-chlor-2-fluor-5-methoxyphenyl)-carbamoyl]-2-hydroxymethylpiperidine), N1=CC=CC=C1 (pyridine), C(C(C)(C)C)(=O)Cl (pivaloyl chloride). Solvent: C1(=CC=CC=C1)C (toluene). Conditions: temperature 50 celsius, time 3 hour. The product is ClC1=CC(=C(C=C1OC)NC(=O)N1C(CCCC1)COC(C(C)(C)C)=O)F (1-[N-(4-chloro-2-fluoro-5-methoxyphenyl)-carbamoyl]-2-pivaloyloxymethylpiperidine). Yield: 91.8%. RXN SMILES: [Cl:1][C:2]1[C:7]([O:8][CH3:9])=[CH:6][C:5]([NH:10][C:11]([N:13]2[CH2:18][CH2:17][CH2:16][CH2:15][CH:14]2[CH2:19][OH:20])=[O:12])=[C:4]([F:21])[CH:3]=1.N1C=CC=CC=1.[C:28](Cl)(=[O:33])[C:29]([CH3:32])([CH3:31])[CH3:30]>C1(C)C=CC=CC=1>[Cl:1][C:2]1[C:7]([O:8][CH3:9])=[CH:6][C:5]([NH:10][C:11]([N:13]2[CH2:18][CH2:17][CH2:16][CH2:15][CH:14]2[CH2:19][O:20][C:28](=[O:33])[C:29]([CH3:32])([CH3:31])[CH3:30])=[O:12])=[C:4]([F:21])[CH:3]=1. Reported procedure: 15.9 g (0.05 mol) of 1-[N-(4-chloro-2-fluoro-5-methoxyphenyl)-carbamoyl]-2-hydroxymethylpiperidine (Example 1) and 4.7 g (0.06 mol) of pyridine are dissolved in 200 ml of toluene, and 6.0 g (0.05mol) of pivaloyl chloride are added dropwise at 20° C. The mixture is stirred for 3 hours at 50° C. and washed with twice 100 ml of water, and the toluene phase is dried over sodium sulfate. After the solvent as been removed, 18.4 g (92% of theory) of 1-[N-(4-chloro-2-fluoro-5-methoxyphenyl)-carbamoyl]-2...